This data is from the Open Reaction Database (ORD), a public repository of structured organic reaction records. The task is: describe an organic reaction: reactants, conditions, products, and yield Reactants: CC1(C)CCC(C)(C)c2cc(C(Br)C(Br)c3ccc(C#N)cc3)ccc21, C1COCCOCCOCCOCCOCCO1, O. The product is CC1(C)CCC(C)(C)c2cc(C#Cc3ccc(C#N)cc3)ccc21. Reaction SMILES: [Br:1][CH:2]([CH:3]([c:4]1[cH:5][c:6]2[c:11]([cH:12][cH:13]1)[C:10]([CH3:14])([CH3:15])[CH2:9][CH2:8][C:7]2([CH3:16])[CH3:17])[Br:18])[c:19]1[cH:20][cH:21][c:22]([C:25]#[N:26])[cH:23][cH:24]1.[O:27]1[CH2:28][CH2:29][O:30][CH2:31][CH2:32][O:33][CH2:34][CH2:35][O:36][CH2:37][CH2:38][O:39][CH2:40][CH2:41][O:42][CH2:43][CH2:44]1.[OH2:45]>>[C:2](#[C:3][c:4]1[cH:5][c:6]2[c:11]([cH:12][cH:13]1)[C:10]([CH3:14])([CH3:15])[CH2:9][CH2:8][C:7]2([CH3:16])[CH3:17])[c:19]1[cH:20][cH:21][c:22]([C:25]#[N:26])[cH:23][cH:24]1. Reactants: BrC=1SC(=C(N1)C)COC1=CC(=C(C=C1)C=1NOC(N1)=O)Cl (3-[4-(2-Bromo-4-methyl-thiazol-5-ylmethoxy)-2-chloro-phenyl]-2H-[1,2,4]oxadiazol-5-one), S1C2=C(C=C1B(O)O)C=CC=C2 (Benzo[b]thiophene-2-boronic acid), C([O-])([O-])=O.[Cs+].[Cs+] (cesium carbonate), Tetrakis-triphenylphosphine palladium (0). The solvent is CN(C=O)C (dimethylformamide), O (water). Run at temperature 40 celsius. Yields the product S1C2=C(C=C1C=1SC(=C(N1)C)COC1=CC(=C(C=C1)C=1NOC(N1)=O)Cl)C=CC=C2 (3-[4-(2-Benzo[b]thiophen-2-yl-4-methyl-thiazol-5-ylmethoxy)-2-chloro-phenyl]-2H-[1,2,4]oxadiazol-5-one). Isolated yield 46.1%. RXN SMILES: Br[C:2]1[S:3][C:4]([CH2:8][O:9][C:10]2[CH:15]=[CH:14][C:13]([C:16]3[NH:17][O:18][C:19](=[O:21])[N:20]=3)=[C:12]([Cl:22])[CH:11]=2)=[C:5]([CH3:7])[N:6]=1.[S:23]1[C:27](B(O)O)=[CH:26][C:25]2[CH:31]=[CH:32][CH:33]=[CH:34][C:24]1=2.C(=O)([O-])[O-].[Cs+].[Cs+]>CN(C)C=O.O>[S:23]1[C:27]([C:2]2[S:3][C:4]([CH2:8][O:9][C:10]3[CH:15]=[CH:14][C:13]([C:16]4[NH:17][O:18][C:19](=[O:21])[N:20]=4)=[C:12]([Cl:22])[CH:11]=3)=[C:5]([CH3:7])[N:6]=2)=[CH:26][C:25]2[CH:31]=[CH:32][CH:33]=[CH:34][C:24]1=2 |f:2.3.4|. Procedure: A mixture of 3-[4-(2-Bromo-4-methyl-thiazol-5-ylmethoxy)-2-chloro-phenyl]-2H-[1,2,4]oxadiazol-5-one (300 mg, 0.7 mmol), Benzo[b]thiophene-2-boronic acid (142 mg, 0.8 mmol) and cesium carbonate (730 mg, 2.2 mol) in dimethylformamide (5 mL) and water (1 mL) is degassed using a stream of argon for 15 min. Tetrakis-triphenylphosphine-palladium (0) (34 mg, 0.03 mmol) is added and the mixture is warmed to 40° C. for 4 hours. The solvent is removed under reduced pressure and the residue is taken up in ...